The task is: describe an organic reaction: reactants, conditions, products, and yield. This data is from the Open Reaction Database (ORD), a public repository of structured organic reaction records. Reactants: NCC(=O)[C@H]1[C@@](O[C@@H]([C@H]([C@@H]1O)O)CO)(N(C(CCCCCCC\C=C/CCCCCCCC)=O)CCCCCCCCCCCCCCCCCC)N (N-(2-glycyl-amino-2-deoxy-β-D-glucopyranosyl)-N-octadecyl-oleamide), C(C)(C)(C)OC(=O)NCC(=O)NCC(=O)O (N-tert-butyloxycarbonyl-glycyl-glycine). Run in ClCCl (dichloromethane). Product: C(C)(C)(C)OC(=O)NCC(=O)NCC(=O)NCC(=O)[C@H]1[C@@](O[C@@H]([C@H]([C@@H]1O)O)CO)(N(C(CCCCCCC\C=C/CCCCCCCC)=O)CCCCCCCCCCCCCCCCCC)N (N-[2-(N-tert-Butyloxycarbonyl-glycyl-glycyl-glycyl)-amino-2-deoxy-β-D-glucopyranosyl]-N-octadecyl-oleamide). The yield is 81.0%. As a reaction SMILES: [NH2:1][CH2:2][C:3]([C@@H:5]1[C@@H:10]([OH:11])[C@H:9]([OH:12])[C@@H:8]([CH2:13][OH:14])[O:7][C@@:6]1([NH2:53])[N:15]([CH2:35][CH2:36][CH2:37][CH2:38][CH2:39][CH2:40][CH2:41][CH2:42][CH2:43][CH2:44][CH2:45][CH2:46][CH2:47][CH2:48][CH2:49][CH2:50][CH2:51][CH3:52])[C:16](=[O:34])[CH2:17][CH2:18][CH2:19][CH2:20][CH2:21][CH2:22][CH2:23]/[CH:24]=[CH:25]\[CH2:26][CH2:27][CH2:28][CH2:29][CH2:30][CH2:31][CH2:32][CH3:33])=[O:4].[C:54]([O:58][C:59]([NH:61][CH2:62][C:63]([NH:65][CH2:66][C:67](O)=[O:68])=[O:64])=[O:60])([CH3:57])([CH3:56])[CH3:55]>ClCCl>[C:54]([O:58][C:59]([NH:61][CH2:62][C:63]([NH:65][CH2:66][C:67]([NH:1][CH2:2][C:3]([C@@H:5]1[C@@H:10]([OH:11])[C@H:9]([OH:12])[C@@H:8]([CH2:13][OH:14])[O:7][C@@:6]1([NH2:53])[N:15]([CH2:35][CH2:36][CH2:37][CH2:38][CH2:39][CH2:40][CH2:41][CH2:42][CH2:43][CH2:44][CH2:45][CH2:46][CH2:47][CH2:48][CH2:49][CH2:50][CH2:51][CH3:52])[C:16](=[O:34])[CH2:17][CH2:18][CH2:19][CH2:20][CH2:21][CH2:22][CH2:23]/[CH:24]=[CH:25]\[CH2:26][CH2:27][CH2:28][CH2:29][CH2:30][CH2:31][CH2:32][CH3:33])=[O:4])=[O:68])=[O:64])=[O:60])([CH3:57])([CH3:56])[CH3:55]. Procedure details: from N-(2-glycyl-amino-2-deoxy-β-D-glucopyranosyl)-N-octadecyl-oleamide and N-tert-butyloxycarbonyl-glycyl-glycine. Yield 81%. [α]D =+15.0° (c=0.94, dichloromethane). Starting materials: NC(N1C[C@@H](CCC1)CNC(=O)C[C@@H](C(=O)N(CCNC(OCC1=CC=CC=C1)=O)C1CC1)NS(=O)(=O)N1CCOCC1)=N (benzyl 2-[[(S)-3-[(S)-1-(amino-imino-methyl)-piperidin-3-ylmethyl-carbamoyl]-2-morpholin-4-ylsulphonylamino-propionyl]-cyclopropyl-amino]-ethylcarbamate), Cl (hydrochloric acid). Reagents/catalysts: [Pd] (Pd/C). Run in CO (methanol). Conditions: time 1.5 hour. Yields the product Cl.NCCN(C([C@H](CC(=O)NC[C@H]1CN(CCC1)C(=N)N)NS(=O)(=O)N1CCOCC1)=O)C1CC1 ((S)-N1-(2-amino-ethyl)-N4-[(S)-1-(amino-imino-methyl)-piperidin-3-ylmethyl]-N1-cyclopropyl-2-morpholin-4-ylsulphonylamino-succinamide hydrochloride). As a reaction SMILES: [NH2:1][C:2](=[NH:44])[N:3]1[CH2:8][CH2:7][CH2:6][C@@H:5]([CH2:9][NH:10][C:11]([CH2:13][C@H:14]([NH:34][S:35]([N:38]2[CH2:43][CH2:42][O:41][CH2:40][CH2:39]2)(=[O:37])=[O:36])[C:15]([N:17]([CH:31]2[CH2:33][CH2:32]2)[CH2:18][CH2:19][NH:20]C(=O)OCC2C=CC=CC=2)=[O:16])=[O:12])[CH2:4]1.[ClH:45]>CO.[Pd]>[ClH:45].[NH2:20][CH2:19][CH2:18][N:17]([CH:31]1[CH2:33][CH2:32]1)[C:15](=[O:16])[C@@H:14]([NH:34][S:35]([N:38]1[CH2:39][CH2:40][O:41][CH2:42][CH2:43]1)(=[O:37])=[O:36])[CH2:13][C:11]([NH:10][CH2:9][C@@H:5]1[CH2:6][CH2:7][CH2:8][N:3]([C:2]([NH2:44])=[NH:1])[CH2:4]1)=[O:12] |f:4.5|. Procedure details: 2.77 g of benzyl 2-[[(S)-3-[(S)-1-(amino-imino-methyl)-piperidin-3-ylmethyl-carbamoyl]-2-morpholin-4-ylsulphonylamino-propionyl]-cyclopropyl-amino]-ethylcarbamate (Example 23) are dissolved in 90 ml of methanol. After the addition of 2.13 ml of 2N hydrochloric acid and 300 mg of Pd/C (10%) the mixture is hydrogenated at room temperature for 1.5 hours, the catalyst is then filtered off and the filtrate is evaporated. The residue is dispersed with ether and the white crystals are filtered off. 2.4... Reactants: C1(CC1)N (Cyclopropylamine), CS(=O)C (dimethylsulfoxide), O (Water), C1(=CC=CC=C1)OC(NC1=C(C=C(C=C1)OC1=CC=NC2=CC(=C(C=C12)C#N)OC[C@@H]1OC1)F)=O ([2-fluoro-4-([6-cyano-7-([(2R)-oxiran-2-yl]methoxy)-4-quinolyl]oxy)phenyl]carbamic acid phenyl ester). Run in C(C)(=O)OCC (ethyl acetate). Reaction conditions: time 10 minute. Yields the product FC1=C(C=CC(=C1)OC1=CC=NC2=CC(=C(C=C12)C#N)OC[C@@H]1OC1)NC(=O)NC1CC1 (N-(2-Fluoro-4-[(6-cyano-7-[(2R)-(oxiran-2-yl)methoxy]-4-quinolyl)oxy]phenyl)-N′-cyclopropylurea). RXN SMILES: [CH:1]1([NH2:4])[CH2:3][CH2:2]1.CS(C)=O.C1([O:15][C:16](=O)[NH:17][C:18]2[CH:23]=[CH:22][C:21]([O:24][C:25]3[C:34]4[C:29](=[CH:30][C:31]([O:37][CH2:38][C@H:39]5[CH2:41][O:40]5)=[C:32]([C:35]#[N:36])[CH:33]=4)[N:28]=[CH:27][CH:26]=3)=[CH:20][C:19]=2[F:42])C=CC=CC=1.O>C(OCC)(=O)C>[F:42][C:19]1[CH:20]=[C:21]([O:24][C:25]2[C:34]3[C:29](=[CH:30][C:31]([O:37][CH2:38][C@H:39]4[CH2:41][O:40]4)=[C:32]([C:35]#[N:36])[CH:33]=3)[N:28]=[CH:27][CH:26]=2)[CH:22]=[CH:23][C:18]=1[NH:17][C:16]([NH:4][CH:1]1[CH2:3][CH2:2]1)=[O:15]. Procedure: Cyclopropylamine (0.04 ml) was added to dimethylsulfoxide (3 ml), and then [2-fluoro-4-([6-cyano-7-([(2R)-oxiran-2-yl]methoxy)-4-quinolyl]oxy)phenyl]carbamic acid phenyl ester (212 mg) was dissolved therein and the solution was stirred for 10 minutes. Water and ethyl acetate were added to the reaction solution, and the precipitated crystals were filtered out to obtain the title compound (150 mg). The reactants are CCCCCC(=O)Cl, CN1C(=O)c2cscc2Nc2ccccc21, CCCCCC, c1ccccc1. Yields the product CCCCCC(=O)N1c2cscc2C(=O)N(C)c2ccccc21. Reaction SMILES: [C:17]([CH2:18][CH2:19][CH2:20][CH2:21][CH3:22])(=[O:23])[Cl:24].[CH3:1][N:2]1[C:3](=[O:16])[c:4]2[c:5]([cH:13][s:14][cH:15]2)[NH:6][c:7]2[c:8]1[cH:9][cH:10][cH:11][cH:12]2.[CH3:31][CH2:32][CH2:33][CH2:34][CH2:35][CH3:36].[cH:25]1[cH:26][cH:27][cH:28][cH:29][cH:30]1>>[CH3:1][N:2]1[C:3](=[O:16])[c:4]2[c:5]([cH:13][s:14][cH:15]2)[N:6]([C:17]([CH2:18][CH2:19][CH2:20][CH2:21][CH3:22])=[O:23])[c:7]2[c:8]1[cH:9][cH:10][cH:11][cH:12]2. RXN SMILES: [CH3:3][OH:4].[Cl:5][c:6]1[c:7](-[c:14]2[n:15][n:16]3[c:17]([c:18](=[O:25])[n:19]2[CH2:20][C:21](=[O:22])[O:23][CH3:24])[c:26]([CH:30]([CH2:31][CH3:32])[CH2:33][CH3:34])[cH:27][c:28]3[CH3:29])[cH:8][cH:9][c:10]([O:12][CH3:13])[cH:11]1.[ClH:35].[Na+:2].[O:36]1[CH2:37][CH2:38][CH2:39][CH2:40]1.[OH-:1]>>[Cl:5][c:6]1[c:7](-[c:14]2[n:15][n:16]3[c:17]([c:18](=[O:25])[n:19]2[CH2:20][C:21](=[O:22])[OH:23])[c:26]([CH:30]([CH2:31][CH3:32])[CH2:33][CH3:34])[cH:27][c:28]3[CH3:29])[cH:8][cH:9][c:10]([O:12][CH3:13])[cH:11]1. Yields the product CCC(CC)c1cc(C)n2nc(-c3ccc(OC)cc3Cl)n(CC(=O)O)c(=O)c12. The reactants are CO, CCC(CC)c1cc(C)n2nc(-c3ccc(OC)cc3Cl)n(CC(=O)OC)c(=O)c12, Cl, [Na+], C1CCOC1, [OH-]. Reactants: C(=O)C(=C)[C@@H]1[C@H](C(N1C(CC1=CC=C(C=C1)OC)CC1=CC=C(C=C1)OC)=O)[C@@H](C)OC(=O)OCC1=CC=CC=C1 ((3S,4S)-4-(1-Formylethenyl)-3-(1-(R)-benzyloxycarbonyloxyethyl)-1-di(p-anisyl)methyl-2-azetidinone), Cl(=O)[O-].[Na+] (sodium chlorite), P(=O)(O)([O-])[O-].[Na+].[Na+] (disodium hydrogenphosphate), CC(C)=CC (2-methyl-2-butene). The solvent is C(C)(C)(C)O (t-butanol). Conditions: time 1 hour. Yields the product C(=O)(O)C(=C)[C@@H]1[C@H](C(N1C(CC1=CC=C(C=C1)OC)CC1=CC=C(C=C1)OC)=O)[C@@H](C)OC(=O)OCC1=CC=CC=C1 ((3S,4S)-4-(1-carboxyethenyl)-3-(1-(R)-benzyloxycarbonyloxyethyl)-1-di(p-anisyl)methyl-2-azetidinone). RXN SMILES: [CH:1]([C:3]([C@H:5]1[N:8]([CH:9]([CH2:19][C:20]2[CH:25]=[CH:24][C:23]([O:26][CH3:27])=[CH:22][CH:21]=2)[CH2:10][C:11]2[CH:16]=[CH:15][C:14]([O:17][CH3:18])=[CH:13][CH:12]=2)[C:7](=[O:28])[C@@H:6]1[C@H:29]([O:31][C:32]([O:34][CH2:35][C:36]1[CH:41]=[CH:40][CH:39]=[CH:38][CH:37]=1)=[O:33])[CH3:30])=[CH2:4])=[O:2].CC(=CC)C.Cl([O-])=[O:48].[Na+].P([O-])([O-])(O)=O.[Na+].[Na+]>C(O)(C)(C)C>[C:1]([C:3]([C@H:5]1[N:8]([CH:9]([CH2:10][C:11]2[CH:12]=[CH:13][C:14]([O:17][CH3:18])=[CH:15][CH:16]=2)[CH2:19][C:20]2[CH:25]=[CH:24][C:23]([O:26][CH3:27])=[CH:22][CH:21]=2)[C:7](=[O:28])[C@@H:6]1[C@H:29]([O:31][C:32]([O:34][CH2:35][C:36]1[CH:41]=[CH:40][CH:39]=[CH:38][CH:37]=1)=[O:33])[CH3:30])=[CH2:4])([OH:48])=[O:2] |f:2.3,4.5.6|. Reported procedure: (3S,4S)-4-(1-Formylethenyl)-3-(1-(R)-benzyloxycarbonyloxyethyl)-1-di(p-anisyl)methyl-2-azetidinone (4.5 g) was dissolved in t-butanol (380 ml). After addition of 2-methyl-2-butene (42.5 ml) thereto, there was dropwise added an aqueous solution (72.3 ml) of sodium chlorite (7.15 g) and disodium hydrogenphosphate (7.15 g). The resulting mixture was stirred at room temperature for 1 hour and concentrated in vacuo at 40° C. or lower. The concentrate was diluted with ethyl acetate (150 ml) and water ...